This data is from the Open Reaction Database (ORD), a public repository of structured organic reaction records. The task is: describe an organic reaction: reactants, conditions, products, and yield Reactants: P(=O)(Cl)(Cl)Cl (phosphorus oxychloride), COC(C(=O)NCC1=NC=C(C=C1)F)=O (N-(5-fluoro-pyridin-2-ylmethyl)-oxalamic acid methyl ester). The solvent is C1(=CC=CC=C1)C (toluene). Run at temperature 105 celsius, time 8 hour. Yields the product COC(=O)C1=NC=C2N1C=C(C=C2)F (6-fluoro-imidazo[1,5-a]pyridine-3-carboxylic acid methyl ester). Yield: 31.0%. Reaction SMILES: P(Cl)(Cl)(Cl)=O.[CH3:6][O:7][C:8](=[O:20])[C:9]([NH:11][CH2:12][C:13]1[CH:18]=[CH:17][C:16]([F:19])=[CH:15][N:14]=1)=O>C1(C)C=CC=CC=1>[CH3:6][O:7][C:8]([C:9]1[N:14]2[CH:15]=[C:16]([F:19])[CH:17]=[CH:18][C:13]2=[CH:12][N:11]=1)=[O:20]. Procedure details: In a round-bottomed flask, N-(5-fluoro-pyridin-2-ylmethyl)-oxalamic acid methyl ester (crude from Step 1) was dissolved in toluene (8 ml) and phosphorus oxychloride (1.5 ml, 16.1 mmol) was added. The reaction mixture was stirred at 105° C. in an oil bath overnight then cooled to 0° C. and carefully quenched with ice. Aqueous 25% ammonium hydroxide was added until pH=˜9. The mixture was diluted with water and extracted with dichloromethane (3×). The organic layers were combined, dried over sodium... Reactants: ClC=1C=CC2=C(N(C(S2)=O)CC(=O)N2CCC(CC2)O)C1 (5-Chloro-3-(4-hydroxypiperidinocarbonylmethyl)benzothiazolin-2-one), CN=C=O (methyl isocyanate). Solvent: N1=CC=CC=C1 (pyridine). Conditions: temperature 30 celsius, time 15 hour. Yields the product ClC=1C=CC2=C(N(C(S2)=O)CC(=O)N2CCC(CC2)OC(NC)=O)C1 (5-chloro-3-[4-(N-methylcarbamoyloxy)piperidinocarbonylmethyl]benzothiazolin-2-one). Yield: 71.8%. RXN SMILES: [Cl:1][C:2]1[CH:3]=[CH:4][C:5]2[S:9][C:8](=[O:10])[N:7]([CH2:11][C:12]([N:14]3[CH2:19][CH2:18][CH:17]([OH:20])[CH2:16][CH2:15]3)=[O:13])[C:6]=2[CH:21]=1.[CH3:22][N:23]=[C:24]=[O:25]>N1C=CC=CC=1>[Cl:1][C:2]1[CH:3]=[CH:4][C:5]2[S:9][C:8](=[O:10])[N:7]([CH2:11][C:12]([N:14]3[CH2:15][CH2:16][CH:17]([O:20][C:24](=[O:25])[NH:23][CH3:22])[CH2:18][CH2:19]3)=[O:13])[C:6]=2[CH:21]=1. Procedure details: 5-Chloro-3-(4-hydroxypiperidinocarbonylmethyl)benzothiazolin-2-one (3.2 g) was dissolved in dry pyridine (15 ml) and the solution was cooled. After methyl isocyanate (0.9 g) was dropwise added to the solution, the resultant was stirred for 15 hours at 30° C. Pyridine was evaporated off under vacuum from the reaction mixture and the residue was recrystallized from methanol to yield the title compound as colorless crystals (2.7 g). mp 202°-203° C. Reactants: [BH4-], CC(C)[O-], CC(C)[O-], CC(C)[O-], CC(C)[O-], CCOC(C)=O, CO, OC1CCNCC1, [Na+], [Na+], O=C1CCOCC1, [OH-], [Ti+4]. Reaction SMILES: [BH4-:15].[CH3:19][CH:20]([CH3:21])[O-:22].[CH3:24][CH:25]([CH3:26])[O-:27].[CH3:28][CH:29]([CH3:30])[O-:31].[CH3:32][CH:33]([CH3:34])[O-:35].[CH3:36][CH2:37][O:38][C:39](=[O:40])[CH3:41].[CH3:42][OH:43].[NH:1]1[CH2:2][CH2:3][CH:4]([OH:7])[CH2:5][CH2:6]1.[Na+:16].[Na+:18].[O:8]1[CH2:9][CH2:10][C:11](=[O:14])[CH2:12][CH2:13]1.[OH-:17].[Ti+4:23]>>[N:1]1([CH:11]2[CH2:10][CH2:9][O:8][CH2:13][CH2:12]2)[CH2:2][CH2:3][CH:4]([OH:7])[CH2:5][CH2:6]1. The product is OC1CCN(C2CCOCC2)CC1. Product: FC1(C[C@@H](CC1)[C@](C(=O)O)(C1=CC=CC=C1)O)F ((2R)-2-((1R)-3,3-difluorocyclopentyl)-2-hydroxy-2-phenylacetic acid). Run at time 3 hour. Run in CO (methanol). Isolated yield 87.6%. Procedure details: To a solution of 2.4 g of (2R,5R)-2-(t-butyl)-5-((1R)-3,3-difluorocyclopentyl)-5-phenyl-1,3-dioxolan-4-one in 30 ml of methanol, 10 ml of a 1N aqueous solution of sodium hydroxide was added, followed by stirring for 3 hours at room temperature. After distilling the methanol off under reduced pressure, the reaction mixture was diluted with water, and washed with diethyl ether. The aqueous layer was acidified with 1N hydrochloric acid and extracted with diethyl ether, while the organic layer was d... RXN SMILES: C([C@H]1[O:9][C:8](=[O:10])[C@@:7]([C@@H:17]2[CH2:21][CH2:20][C:19]([F:23])([F:22])[CH2:18]2)([C:11]2[CH:16]=[CH:15][CH:14]=[CH:13][CH:12]=2)[O:6]1)(C)(C)C.[OH-].[Na+]>CO>[F:22][C:19]1([F:23])[CH2:20][CH2:21][C@@H:17]([C@@:7]([OH:6])([C:11]2[CH:12]=[CH:13][CH:14]=[CH:15][CH:16]=2)[C:8]([OH:10])=[O:9])[CH2:18]1 |f:1.2|. Starting materials: C(C)(C)(C)[C@@H]1O[C@@](C(O1)=O)(C1=CC=CC=C1)[C@H]1CC(CC1)(F)F ((2R,5R)-2-(t-butyl)-5-((1R)-3,3-difluorocyclopentyl)-5-phenyl-1,3-dioxolan-4-one), aqueous solution, [OH-].[Na+] (sodium hydroxide). The product is CCCCCC(C)OC(=O)COc1ccccn1. As a reaction SMILES: [CH3:14][CH:15]([CH2:16][CH2:17][CH2:18][CH2:19][CH3:20])[OH:21].[CH3:22][CH:23]([CH3:24])[O-:25].[CH3:26][CH:27]([CH3:28])[O-:29].[CH3:30][CH:31]([CH3:32])[O-:33].[CH3:34][CH:35]([CH3:36])[O-:37].[Ti+4:38].[n:1]1[c:2]([O:7][CH2:8][C:9](=[O:10])[O:11][CH2:12][CH3:13])[cH:3][cH:4][cH:5][cH:6]1>>[n:1]1[c:2]([O:7][CH2:8][C:9](=[O:10])[O:21][CH:15]([CH3:14])[CH2:16][CH2:17][CH2:18][CH2:19][CH3:20])[cH:3][cH:4][cH:5][cH:6]1. The reactants are CCCCCC(C)O, CC(C)[O-], CC(C)[O-], CC(C)[O-], CC(C)[O-], [Ti+4], CCOC(=O)COc1ccccn1. The reactants are IC1=CC=C(C(=O)Cl)C=C1 (4-iodobenzoyl chloride), SC1=NC=CC=C1 (2-mercaptopyridine). Run in C1CCOC1 (THF). The product is IC1=CC=C(C(SC2=NC=CC=C2)=O)C=C1 (S-2-Pyridyl 4-iodobenzothioate). Reaction SMILES: [I:1][C:2]1[CH:10]=[CH:9][C:5]([C:6](Cl)=[O:7])=[CH:4][CH:3]=1.[SH:11][C:12]1[CH:17]=[CH:16][CH:15]=[CH:14][N:13]=1>C1COCC1>[I:1][C:2]1[CH:10]=[CH:9][C:5]([C:6](=[O:7])[S:11][C:12]2[CH:17]=[CH:16][CH:15]=[CH:14][N:13]=2)=[CH:4][CH:3]=1. Reported procedure: Following the general procedure described above, reaction of 4-iodobenzoyl chloride (8.01 g, 30.0 mmol) with 2-mercaptopyridine (3.33 g, 30.0 mmol) in THF (60 mL) for 30 min at room temperature afforded pale yellow solid after precipitation (9.61 g, 94%): mp 127° C.; 1H NMR δ 7.30-7.38 (m, 1H), 7.70-7.76 (m, 3H), 7.77-7.83 (m, 1H), 7.84-7.89 (m, 2H), 8.64-8.71 (m, 1H); Anal. Calcd for C12H8INOS: C, 42.25; H, 2.36; N, 4.11. Found: C, 42.27; H, 2.38; N, 4.05. Reactants: ClC=1C=C(C=O)C=CC1 (3-chlorobenzaldehyde), C[O-].[Na+] (sodium methoxide), ClC1=CC(=C(C=C1)CC#N)F (4-chloro-2-fluorophenylacetonitrile). Solvent: CO (methanol). The product is ClC1=CC(=C(C=C1)/C(/C#N)=C/C1=CC(=CC=C1)Cl)F ((Z)-2-(4-Chloro-2-fluoro-phenyl)-3-(3-chloro-phenyl)-acrylonitrile). The yield is 85.6%. As a reaction SMILES: [Cl:1][C:2]1[CH:7]=[CH:6][C:5]([CH2:8][C:9]#[N:10])=[C:4]([F:11])[CH:3]=1.[Cl:12][C:13]1[CH:14]=[C:15]([CH:18]=[CH:19][CH:20]=1)[CH:16]=O.C[O-].[Na+]>CO>[Cl:1][C:2]1[CH:7]=[CH:6][C:5](/[C:8](=[CH:16]/[C:15]2[CH:18]=[CH:19][CH:20]=[C:13]([Cl:12])[CH:14]=2)/[C:9]#[N:10])=[C:4]([F:11])[CH:3]=1 |f:2.3|. Procedure details: In a manner similar to the method described in Example 1b, 4-chloro-2-fluorophenylacetonitrile (4.5 g, 26 mmol) was reacted with 3-chlorobenzaldehyde (Aldrich) (4.4 g, 32 mmol), methanolic solution (25 wt %) of sodium methoxide (6.6 mL, 29 mmol) in methanol (150 mL) at 50° C. for 3 h to give (Z)-2-(4-Chloro-2-fluoro-phenyl)-3-(3-chloro-phenyl)-acrylonitrile as a white powder (6.5 g, 84%).